Dataset: the Open Reaction Database (ORD), a public repository of structured organic reaction records. Task: describe an organic reaction: reactants, conditions, products, and yield Starting materials: CC(=O)C (Acetone), C(CC(O)(C(=O)O)CC(=O)O)(=O)O (Citric acid), [BH4-].[Na+] (sodium borohydride), COC=1C=C(C=CC1N1C=NC(=C1)C)NC1=NC(=CC(=N1)C(=O)OCC)COCC(F)(F)F (ethyl 2-(3-methoxy-4-(4-methyl-1H-imidazol-1-yl)phenylamino)-6-((2,2,2-trifluoroethoxy)methyl)pyrimidine-4-carboxylate). The solvent is C(C)O (ethanol), C(Cl)(Cl)Cl (Chloroform). Reaction conditions: time 3 hour. Yields the product COC=1C=C(C=CC1N1C=NC(=C1)C)NC1=NC(=CC(=N1)CO)COCC(F)(F)F ((2-(3-Methoxy-4-(4-methyl-1H-imidazol-1-yl)phenylamino)-6-((2,2,2-trifluoroethoxy)methyl)pyrimidin-4-yl)methanol). As a reaction SMILES: [CH3:1][O:2][C:3]1[CH:4]=[C:5]([NH:15][C:16]2[N:21]=[C:20]([C:22](OCC)=[O:23])[CH:19]=[C:18]([CH2:27][O:28][CH2:29][C:30]([F:33])([F:32])[F:31])[N:17]=2)[CH:6]=[CH:7][C:8]=1[N:9]1[CH:13]=[C:12]([CH3:14])[N:11]=[CH:10]1.C(O)(=O)CC(CC(O)=O)(C(O)=O)O.[BH4-].[Na+].CC(C)=O>C(O)C.C(Cl)(Cl)Cl>[CH3:1][O:2][C:3]1[CH:4]=[C:5]([NH:15][C:16]2[N:21]=[C:20]([CH2:22][OH:23])[CH:19]=[C:18]([CH2:27][O:28][CH2:29][C:30]([F:32])([F:33])[F:31])[N:17]=2)[CH:6]=[CH:7][C:8]=1[N:9]1[CH:13]=[C:12]([CH3:14])[N:11]=[CH:10]1 |f:2.3|. Procedure details: A solution of ethyl 2-(3-methoxy-4-(4-methyl-1H-imidazol-1-yl)phenylamino)-6-((2,2,2-trifluoroethoxy)methyl)pyrimidine-4-carboxylate (0.38 g, 0.82 mmol) in ethanol (20 mL), was heated to 45°. Citric acid (1.255 g, 6.53 mmol) and sodium borohydride (0.309 g, 8.16 mmol) were added in portions (of 5-10 mg each) keeping pH within a range of 5-7 over 3 h. Acetone (2 mL) was added and reaction mixture was stirred for 15 min. Chloroform (40 mL) was added. The mixture was filtered and concentrated. The ... Reactants: ClCC=1C(=C(C=O)C(=CC1C)C)C (3-chloromethyl-2,4,6-trimethylbenzaldehyde), N1CCOCC1 (morpholine). The solvent is C(C)#N (acetonitrile). Reaction conditions: time 4 hour. Product: CC1=C(C=O)C(=C(C(=C1N1CCOCC1)C)C)C (2,4,6-Trimethyl-3-morpholin-4-yl-methylbenzaldehyde). Reaction SMILES: Cl[CH2:2][C:3]1[C:4]([CH3:13])=[C:5]([C:8]([CH3:12])=[CH:9][C:10]=1[CH3:11])[CH:6]=[O:7].[NH:14]1[CH2:19][CH2:18][O:17][CH2:16][CH2:15]1>C(#N)C>[CH3:12][C:8]1[C:9]([N:14]2[CH2:19][CH2:18][O:17][CH2:16][CH2:15]2)=[C:10]([CH3:11])[C:3]([CH3:2])=[C:4]([CH3:13])[C:5]=1[CH:6]=[O:7]. Reported procedure: A solution of 0.98 g of 3-chloromethyl-2,4,6-trimethylbenzaldehyde in 20 ml of acetonitrile was treated with 0.87 ml of morpholine. The mixture was stirred at room temperature for 4 hours and thereafter filtered. The solvent was evaporated and the residue was dissolved in ethyl acetate. The solution was washed twice with water, dried over anhydrous magnesium sulphate and evaporated to dryness. Distillation of the residue yielded 1.05 g of 2,4,6-trimethyl-3-morpholin-4-yl-methylbenzaldenhyde, b.p... Starting materials: C(C)(C)OC(C)C.CC(=O)C (diisopropyl ether acetone), C([O-])([O-])=O.[K+].[K+] (potassium carbonate), 3g, C(#N)CCN1C2=CC=CC=C2C=2C3=C(C4=C(C12)NC=1C=CC=CC14)C(N(C3=O)C)=O (12-(2-Cyanoethyl)-6,7,12,13-tetrahydro-6-methyl-5,7-dioxo-5H-indolo[2,3-a]pyrrolo[3,4-c]carbazole), C1COCCOCCOCCOCCOCCO1 (18-crown-6), [OH-].[K+] (potassium hydroxide), CC1(OCC(O1)COS(=O)(=O)C1=CC=C(C=C1)C)C (2,2-dimethyl-4-(4-methylphenylsulphonyloxymethyl)-1,3-dioxolan). Run in C1(=CC=CC=C1)C (toluene). Yields the product CC1(OCC(O1)CN1C2=CC=CC=C2C=2C3=C(C4=C(C12)NC=1C=CC=CC14)C(N(C3=O)C)=O)C (12-(2,2-dimethyl-1,3-dioxolan-4-ylmethyl)-6,7,12,13-tetrahydro-6-methyl-5,7-dioxo-5H-indolo[2,3-a]pyrrolo-[3,4-c]carbazole). RXN SMILES: [C:1]([CH2:3][CH2:4][N:5]1[C:17]2[C:16]3[NH:18][C:19]4[CH:20]=[CH:21][CH:22]=[CH:23][C:24]=4[C:15]=3[C:14]3[C:25](=[O:30])[N:26]([CH3:29])[C:27](=[O:28])[C:13]=3[C:12]=2[C:11]2[C:6]1=[CH:7][CH:8]=[CH:9][CH:10]=2)#N.[OH-].[K+].C(=O)([O-])[O-].[K+].[K+].C1OCCOCCOCCOCCOCCOC1.[CH3:57][C:58]1([CH3:75])[O:62]C(COS(C2C=CC(C)=CC=2)(=O)=O)C[O:59]1.C(OC(C)C)(C)C.CC(C)=O>C1(C)C=CC=CC=1>[CH3:57][C:58]1([CH3:75])[O:62][CH:3]([CH2:4][N:5]2[C:17]3[C:16]4[NH:18][C:19]5[CH:20]=[CH:21][CH:22]=[CH:23][C:24]=5[C:15]=4[C:14]4[C:25](=[O:30])[N:26]([CH3:29])[C:27](=[O:28])[C:13]=4[C:12]=3[C:11]3[C:6]2=[CH:7][CH:8]=[CH:9][CH:10]=3)[CH2:1][O:59]1 |f:1.2,3.4.5,8.9|. Procedure details: 12-(2,2-Dimethyl-1,3-dioxolan-4-ylmethyl)-6,7,12,13-tetrahydro-6-methyl-5,7-dioxo-5H-indolo-[2,3-a]pyrrolo[3,4-c]carbazole is prepared in the following manner: 3g (8.84 mmol) 6,7,12,13-Tetrahydro-6-methyl-5,1-dioxo-5H-indolo[2,3-a]pyrrolo[3,4-c]carbazole (precursor for Example 5) are stirred for 2 hours at 20° C. with 595 mg (9 mmol) powdered potassium hydroxide, 620 mg (4.5 mmol) potassium carbonate and 300 mg (1.1 mmol) 18-crown-6 in 200 ml toluene under an atmosphere of nitrogen. Subsequently... The reactants are C1COCCO1, CC1(C)c2cccc(P(c3ccccc3)c3ccccc3)c2Oc2c(P(c3ccccc3)c3ccccc3)cccc21, CC(C)(C)[O-], O=S(=O)(Nc1nccs1)c1ccc(I)cc1, Cn1nc(C(C)(C)C)cc1N, [Na+], O=C(C=Cc1ccccc1)C=Cc1ccccc1, O=C(C=Cc1ccccc1)C=Cc1ccccc1, O=C(C=Cc1ccccc1)C=Cc1ccccc1, [Pd], [Pd]. Product: Cn1nc(C(C)(C)C)cc1Nc1ccc(S(=O)(=O)Nc2nccs2)cc1. Reaction SMILES: [CH2:76]1[O:77][CH2:78][CH2:79][O:80][CH2:81]1.[CH3:17][C:18]1([CH3:19])[c:20]2[cH:21][cH:22][cH:23][c:24]([P:25]([c:26]3[cH:27][cH:28][cH:29][cH:30][cH:31]3)[c:32]3[cH:33][cH:34][cH:35][cH:36][cH:37]3)[c:38]2[O:39][c:40]2[c:41]1[cH:42][cH:43][cH:44][c:45]2[P:46]([c:47]1[cH:48][cH:49][cH:50][cH:51][cH:52]1)[c:53]1[cH:54][cH:55][cH:56][cH:57][cH:58]1.[CH3:70][C:71]([CH3:72])([O-:73])[CH3:74].[I:1][c:2]1[cH:3][cH:4][c:5]([S:8](=[O:9])(=[O:10])[NH:11][c:12]2[s:13][cH:14][cH:15][n:16]2)[cH:6][cH:7]1.[NH2:59][c:60]1[cH:61][c:62]([C:66]([CH3:67])([CH3:68])[CH3:69])[n:63][n:64]1[CH3:65].[Na+:75].[O:102]=[C:103]([CH:104]=[CH:105][c:106]1[cH:107][cH:108][cH:109][cH:110][cH:111]1)[CH:112]=[CH:113][c:114]1[cH:115][cH:116][cH:117][cH:118][cH:119]1.[O:120]=[C:121]([CH:122]=[CH:123][c:124]1[cH:125][cH:126][cH:127][cH:128][cH:129]1)[CH:130]=[CH:131][c:132]1[cH:133][cH:134][cH:135][cH:136][cH:137]1.[O:84]=[C:85]([CH:86]=[CH:87][c:88]1[cH:89][cH:90][cH:91][cH:92][cH:93]1)[CH:94]=[CH:95][c:96]1[cH:97][cH:98][cH:99][cH:100][cH:101]1.[Pd:82].[Pd:83]>>[c:2]1([NH:59][c:60]2[cH:61][c:62]([C:66]([CH3:67])([CH3:68])[CH3:69])[n:63][n:64]2[CH3:65])[cH:3][cH:4][c:5]([S:8](=[O:9])(=[O:10])[NH:11][c:12]2[s:13][cH:14][cH:15][n:16]2)[cH:6][cH:7]1. Starting materials: CCCC[Sn](CCCC)(CCCC)c1ccc(CN2CCOCC2)cn1, C1COCCO1, COc1cc(Nc2c(C#N)cnc3cc(I)ccc23)c(Cl)cc1Cl, Cl[Pd]Cl, c1ccc(P(c2ccccc2)c2ccccc2)cc1, c1ccc(P(c2ccccc2)c2ccccc2)cc1. Product: COc1cc(Nc2c(C#N)cnc3cc(-c4ccc(CN5CCOCC5)cn4)ccc23)c(Cl)cc1Cl. As a reaction SMILES: [CH2:25]([Sn:26]([CH2:27][CH2:28][CH2:29][CH3:43])([c:30]1[cH:31][cH:32][c:33]([CH2:36][N:37]2[CH2:38][CH2:39][O:40][CH2:41][CH2:42]2)[cH:34][n:35]1)[CH2:44][CH2:45][CH2:46][CH3:47])[CH2:48][CH2:49][CH3:50].[CH2:51]1[O:52][CH2:53][CH2:54][O:55][CH2:56]1.[Cl:1][c:2]1[c:3]([NH:4][c:5]2[c:6]([C:16]#[N:17])[cH:7][n:8][c:9]3[cH:10][c:11]([I:15])[cH:12][cH:13][c:14]23)[cH:18][c:19]([O:23][CH3:24])[c:20]([Cl:22])[cH:21]1.[Pd:57]([Cl:58])[Cl:59].[c:60]1([P:61]([c:62]2[cH:63][cH:64][cH:65][cH:66][cH:67]2)[c:68]2[cH:69][cH:70][cH:71][cH:72][cH:73]2)[cH:74][cH:75][cH:76][cH:77][cH:78]1.[c:79]1([P:80]([c:81]2[cH:82][cH:83][cH:84][cH:85][cH:86]2)[c:87]2[cH:88][cH:89][cH:90][cH:91][cH:92]2)[cH:93][cH:94][cH:95][cH:96][cH:97]1>>[Cl:1][c:2]1[c:3]([NH:4][c:5]2[c:6]([C:16]#[N:17])[cH:7][n:8][c:9]3[cH:10][c:11](-[c:30]4[cH:31][cH:32][c:33]([CH2:36][N:37]5[CH2:38][CH2:39][O:40][CH2:41][CH2:42]5)[cH:34][n:35]4)[cH:12][cH:13][c:14]23)[cH:18][c:19]([O:23][CH3:24])[c:20]([Cl:22])[cH:21]1. Starting materials: ClC=1C(N(C=C(N1)Cl)[C@@H](CC)C1CC1)=O (3,5-dichloro-1-[(1S)-1-cyclopropylpropyl]-2(1H)-pyrazinone), Cl.ClC=1C=C(C=C2CCNC12)OC (7-chloro-5-methoxyindoline hydrochloride). Product: ClC=1N=C(C(N(C1)[C@@H](CC)C1CC1)=O)N1CCC2=CC(=CC(=C12)Cl)OC (5-Chloro-3-(7-chloro-5-methoxy-2,3-dihydro-1H-indol-1-yl)-1-[(1S)-1-cyclopropylpropyl]-2(1H)-pyrazinone). As a reaction SMILES: Cl[C:2]1[C:3](=[O:15])[N:4]([C@H:9]([CH:12]2[CH2:14][CH2:13]2)[CH2:10][CH3:11])[CH:5]=[C:6]([Cl:8])[N:7]=1.Cl.[Cl:17][C:18]1[CH:19]=[C:20]([O:27][CH3:28])[CH:21]=[C:22]2[C:26]=1[NH:25][CH2:24][CH2:23]2>>[Cl:8][C:6]1[N:7]=[C:2]([N:25]2[C:26]3[C:22](=[CH:21][C:20]([O:27][CH3:28])=[CH:19][C:18]=3[Cl:17])[CH2:23][CH2:24]2)[C:3](=[O:15])[N:4]([C@H:9]([CH:12]2[CH2:14][CH2:13]2)[CH2:10][CH3:11])[CH:5]=1 |f:1.2|. Reported procedure: Prepared in a similar fashion as described for Example 413 using 3,5-dichloro-1-[(1S)-1-cyclopropylpropyl]-2(1H)-pyrazinone and 7-chloro-5-methoxyindoline hydrochloride as the starting materials. mp 128–130° C.; 1H NMR (300 MHz, CDCl3): δ 6.93 (s, 1 H), 6.71 (s, 2 H), 4.34–4.24 (m, 2 H), 4.11–3.99 (m, 1 H), 3.75 (s, 3 H), 3.08 (t, J=7.9 Hz, 2 H), 1.93–1.73 (m, 2 H), 1.06–0.99 (m, 1 H), 0.92 (t, J=7.3 Hz, 3 H), 0.79–0.72 (m, 1 H), 0.54–0.43 (m, 2 H), 0.34–0.24 (m, 1 H); HRMS (ESI) calcd for C19H2... Starting materials: [Al+3], Fc1cc(Br)cc(OCc2ccccc2)c1, CN(C)c1ccccc1, [Cl-], [Cl-], [Cl-], ClCCl. The product is Oc1cc(F)cc(Br)c1. RXN SMILES: [Al+3:2].[CH2:5]([c:6]1[cH:7][cH:8][cH:9][cH:10][cH:11]1)[O:12][c:13]1[cH:14][c:15]([Br:20])[cH:16][c:17]([F:19])[cH:18]1.[CH3:21][N:22]([CH3:23])[c:24]1[cH:25][cH:26][cH:27][cH:28][cH:29]1.[Cl-:1].[Cl-:3].[Cl-:4].[Cl:30][CH2:31][Cl:32]>>[OH:12][c:13]1[cH:14][c:15]([Br:20])[cH:16][c:17]([F:19])[cH:18]1.